describe an organic reaction: reactants, conditions, products, and yield From a dataset of the Open Reaction Database (ORD), a public repository of structured organic reaction records. Starting materials: C(C1=CC=CC=C1)N(C1=CC(N(C=C1)CCC1=CC=C(C=C1)CBr)=O)C (4-(Benzyl-methyl-amino)-1-[2-(4-bromomethyl-phenyl)-ethyl]-1H-pyridin-2-one), N1CCCC1 (pyrrolidine). Solvent: CN(C)C=O (DMF). Conditions: time 1 hour. The product is C(C1=CC=CC=C1)N(C1=CC(N(C=C1)CCC1=CC=C(C=C1)CN1CCCC1)=O)C (4-(Benzyl-methyl-amino)-1-[2-(4-pyrrolidin-1-ylmethyl-phenyl)-ethyl]-1H-pyridin-2-one). Reaction SMILES: [CH2:1]([N:8]([CH3:26])[C:9]1[CH:14]=[CH:13][N:12]([CH2:15][CH2:16][C:17]2[CH:22]=[CH:21][C:20]([CH2:23]Br)=[CH:19][CH:18]=2)[C:11](=[O:25])[CH:10]=1)[C:2]1[CH:7]=[CH:6][CH:5]=[CH:4][CH:3]=1.[NH:27]1[CH2:31][CH2:30][CH2:29][CH2:28]1>CN(C=O)C>[CH2:1]([N:8]([CH3:26])[C:9]1[CH:14]=[CH:13][N:12]([CH2:15][CH2:16][C:17]2[CH:22]=[CH:21][C:20]([CH2:23][N:27]3[CH2:31][CH2:30][CH2:29][CH2:28]3)=[CH:19][CH:18]=2)[C:11](=[O:25])[CH:10]=1)[C:2]1[CH:7]=[CH:6][CH:5]=[CH:4][CH:3]=1. Reported procedure: To 150 mg (0.37 mmol) 4-(benzyl-methyl-amino)-1-[2-(4-bromomethyl-phenyl)-ethyl]-1H-pyridin-2-one (preparation 14d) in 2.0 mL DMF is added 152 μL (1.82 mmol) pyrrolidine at RT. The reaction mixture is stirred for 1 h at RT and is directly transferred to a reverse HPLC for purification (Waters symmetry, C18; water (0.15% formic acid)/acetonitrile 95:5 to 10:90). The reactants are CC=1NC2=CC=C(C(=C2C1)C(F)(F)F)C#N (2-methyl-4-(trifluoromethyl)-1H-indole-5-carbonitrile), ClCC1=NOC(=C1)C1=CC(=CC(=C1)C(F)(F)F)C(F)(F)F (3-(chloromethyl)-5-[3,5-bis(trifluoromethyl)phenyl]isoxazole). Yields the product FC(C=1C=C(C=C(C1)C(F)(F)F)C1=CC(=NO1)CN1C(=CC2=C(C(=CC=C12)C#N)C(F)(F)F)C)(F)F (1-({5-[3,5-bis(Trifluoromethyl)phenyl]-3-isoxazolyl}methyl)-2-methyl-4-(trifluoromethyl)-1H-indole-5-carbonitrile). As a reaction SMILES: [CH3:1][C:2]1[NH:3][C:4]2[C:9]([CH:10]=1)=[C:8]([C:11]([F:14])([F:13])[F:12])[C:7]([C:15]#[N:16])=[CH:6][CH:5]=2.Cl[CH2:18][C:19]1[CH:23]=[C:22]([C:24]2[CH:29]=[C:28]([C:30]([F:33])([F:32])[F:31])[CH:27]=[C:26]([C:34]([F:37])([F:36])[F:35])[CH:25]=2)[O:21][N:20]=1>>[F:37][C:34]([F:35])([F:36])[C:26]1[CH:25]=[C:24]([C:22]2[O:21][N:20]=[C:19]([CH2:18][N:3]3[C:4]4[C:9](=[C:8]([C:11]([F:12])([F:14])[F:13])[C:7]([C:15]#[N:16])=[CH:6][CH:5]=4)[CH:10]=[C:2]3[CH3:1])[CH:23]=2)[CH:29]=[C:28]([C:30]([F:33])([F:31])[F:32])[CH:27]=1. Procedure details: Synthesized as described in Example 4 using 2-methyl-4-(trifluoromethyl)-1H-indole-5-carbonitrile (Example 120) and 3-(chloromethyl)-5-[3,5-bis(trifluoromethyl)phenyl]isoxazole (Example 323C): MS (ES) m/z 518 (M+1). Reactants: CC1(OC(=C(C1=O)C1=CC=C(C=C1)OC)C1=CC=C(C=C1)S(=O)(=O)C)C (2,2-dimethyl-4-(4-methoxyphenyl)-5-{4-(methylsulfonyl)phenyl}-3(2H)-furanone), B(Br)(Br)Br (boron tribromide), S(=S)(=O)([O-])[O-].[Na+].[Na+] (sodium thiosulfate). Solvent: ClCCl (dichloromethane). Product: CC1(OC(=C(C1=O)C1=CC=C(C=C1)O)C1=CC=C(C=C1)S(=O)(=O)C)C (2,2-dimethyl-4-(4-hydroxyphenyl)-5-{4-(methylsulfonyl)phenyl}-3(2H)-furanone). The yield is 86.6%. As a reaction SMILES: [CH3:1][C:2]1([CH3:26])[C:6](=[O:7])[C:5]([C:8]2[CH:13]=[CH:12][C:11]([O:14]C)=[CH:10][CH:9]=2)=[C:4]([C:16]2[CH:21]=[CH:20][C:19]([S:22]([CH3:25])(=[O:24])=[O:23])=[CH:18][CH:17]=2)[O:3]1.B(Br)(Br)Br.S([O-])([O-])(=O)=S.[Na+].[Na+]>ClCCl>[CH3:1][C:2]1([CH3:26])[C:6](=[O:7])[C:5]([C:8]2[CH:13]=[CH:12][C:11]([OH:14])=[CH:10][CH:9]=2)=[C:4]([C:16]2[CH:21]=[CH:20][C:19]([S:22]([CH3:25])(=[O:24])=[O:23])=[CH:18][CH:17]=2)[O:3]1 |f:2.3.4|. Procedure: 30 mg of 2,2-dimethyl-4-(4methoxyphenyl)-5-{4-(methylsulfonyl)phenyl}-3(2H)-furanone (Example 3) in 30 ml dichloromethane was stirred with 0.1 ml boron tribromide (1.0 M solution in CH2Cl2) at room temperature for 4 hours. And then 10 ml aqueous sodium thiosulfate was added to the reaction mixture. The mixed solution was concentrated in vacuo and was extracted with 50 ml water and dichloromethane (50 ml×3). The organic layer was concentrated under reduced pressure and was purified by column chro... Starting materials: BrC=1N(C(=CN1)C(=O)OC)C (methyl 2-bromo-1-methyl-1H-imidazole-5-carboxylate), [OH-].[Li+] (lithium hydroxide). The solvent is O1CCCC1 (tetrahydrofuran), O (water). Reaction conditions: time 2.5 hour. Yields the product BrC=1N(C(=CN1)C(=O)O)C (2-bromo-1-methyl-1H-imidazole-5-carboxylic acid). Isolated yield 82.0%. As a reaction SMILES: [Br:1][C:2]1[N:3]([CH3:11])[C:4]([C:7]([O:9]C)=[O:8])=[CH:5][N:6]=1.[OH-].[Li+]>O1CCCC1.O>[Br:1][C:2]1[N:3]([CH3:11])[C:4]([C:7]([OH:9])=[O:8])=[CH:5][N:6]=1 |f:1.2|. Reported procedure: To a suspension of methyl 2-bromo-1-methyl-1H-imidazole-5-carboxylate (2.18 g, 10 mmol) in tetrahydrofuran (60 mL) and water (6 mL) was added lithium hydroxide (0.72 mg, 30 mmol) and the reaction mixture was allowed to stir at room temperature for 2.5 h. The solvent was removed under reduced pressure and water was added followed by formic acid, the resulting precipitate was filtered, washed with water and dried under vacuum overnight to afford the 2-bromo-1-methyl-1H-imidazole-5-carboxylic acid ... Reactants: [OH-].[Na+] (sodium hydroxide), ClC1=C(C(=O)OC)C=CC(=C1C1=CC(=NO1)C)Cl (methyl 2,4-dichloro-3-(3-methylisoxazol-5-yl)benzoate). Solvent: O (water), CO (methanol), O1CCCC1 (tetrahydrofuran). Reaction conditions: time 12 hour. Product: ClC1=C(C(=O)O)C=CC(=C1C1=CC(=NO1)C)Cl (2,4-dichloro-3-(3-methylisoxazol-5-yl)benzoic acid). The yield is 96.5%. Reaction SMILES: [OH-].[Na+].[Cl:3][C:4]1[C:13]([C:14]2[O:18][N:17]=[C:16]([CH3:19])[CH:15]=2)=[C:12]([Cl:20])[CH:11]=[CH:10][C:5]=1[C:6]([O:8]C)=[O:7]>O.CO.O1CCCC1>[Cl:3][C:4]1[C:13]([C:14]2[O:18][N:17]=[C:16]([CH3:19])[CH:15]=2)=[C:12]([Cl:20])[CH:11]=[CH:10][C:5]=1[C:6]([OH:8])=[O:7] |f:0.1|. Reported procedure: 0.35 g (8.8 mmol) of sodium hydroxide in 35 ml of water was added to 2.3 g (8.0 mmol) of methyl 2,4-dichloro-3-(3-methylisoxazol-5-yl)benzoate in a mixture of 50 ml of methanol and 50 ml of tetrahydrofuran. The mixture was stirred at room temperature for 12 hours, the solvent was removed and the residue was taken up in ethyl acetate/water. After phase separation, the organic phase was separated off and the aqueous phase was washed with ethyl acetate. The remaining aqueous phase was acidified and... The reactants are C(C(O)CC(=O)O)(=O)O (malic acid), C(C1=CC=CC=C1)N (benzylamine). The solvent is C(C)O (ethanol). Product: C(C1=CC=CC=C1)N1C(CC(C1=O)O)=O (N-benzyl-3-hydroxysuccinimide). As a reaction SMILES: [C:1]([OH:9])(=O)[CH:2]([CH2:4][C:5](O)=[O:6])[OH:3].[CH2:10]([NH2:17])[C:11]1[CH:16]=[CH:15][CH:14]=[CH:13][CH:12]=1>C(O)C>[CH2:10]([N:17]1[C:1](=[O:9])[CH:2]([OH:3])[CH2:4][C:5]1=[O:6])[C:11]1[CH:16]=[CH:15][CH:14]=[CH:13][CH:12]=1. Procedure details: Heating malic acid with benzylamine in ethanol at 170° C. to give N-benzyl-3-hydroxysuccinimide and reducing with lithium aluminum hydride to give N-benzyl-3-pyrrolidinol. Starting materials: ClS(=O)(=O)O (Chlorosulfonic acid), N=1C=CN2C1C=CC=C2 (imidazo[1,2-a]-pyridine). Solvent: C(Cl)(Cl)Cl (chloroform), C(Cl)(Cl)Cl (chloroform). Product: N=1C=C(N2C1C=CC=C2)S(=O)(=O)O (imidazo[1,2-a]-pyridine-3-sulfonic acid). Isolated yield 0.1%. Reaction SMILES: Cl[S:2]([OH:5])(=[O:4])=[O:3].[N:6]1[CH:7]=[CH:8][N:9]2[CH:14]=[CH:13][CH:12]=[CH:11][C:10]=12>C(Cl)(Cl)Cl>[N:6]1[CH:7]=[C:8]([S:2]([OH:5])(=[O:4])=[O:3])[N:9]2[CH:14]=[CH:13][CH:12]=[CH:11][C:10]=12. Procedure details: Chlorosulfonic acid (0.170 mL, 2.55 mmol) was dissolved in chloroform (1 mL) and this solution was added dropwise to imidazo[1,2-a]-pyridine (0.100 g, 0.85 mmol) in chloroform (4 mL) over 10 min. The reaction mixture was heated to reflux for 24 h, then allowed to cool to RT and concentrated to dryness under vacuum. The crude oily product was treated with diethyl ether (10 mL) and ethanol (5 mL) resulting in a white precipitate. The solid was collected by filtration, washed with EtOH and dried to...